This data is from the Open Reaction Database (ORD), a public repository of structured organic reaction records. The task is: describe an organic reaction: reactants, conditions, products, and yield Starting materials: CC1=CC(CCC1)=O (3-methyl-2-cyclohexenone), O=C1C=C(CC(C)(C)C1)C (isophorone). Product: CC=1CCC2CCC(C=C2C1)=O (7-Methyl-4,4a,5,6-tetrahydro-2(3H)-naphthalenone). As a reaction SMILES: [CH3:1][C:2]1[CH2:7][CH2:6][CH2:5][C:4](=[O:8])[CH:3]=1.O=[C:10]1[CH2:17]C(C)(C)C[C:12](C)=[CH:11]1>>[CH3:17][C:10]1[CH2:11][CH2:12][CH:7]2[C:2]([CH:1]=1)=[CH:3][C:4](=[O:8])[CH2:5][CH2:6]2. Procedure: This material is prepared according to the procedure for Preparation 1 wherein 3-methyl-2-cyclohexenone is substituted for isophorone. The reactants are COC(=O)C(C)NC(=O)c1ccc(C(C)(C)C)cc1, Cl, [Na+], C1CCOC1, [OH-]. Product: CC(NC(=O)c1ccc(C(C)(C)C)cc1)C(=O)O. As a reaction SMILES: [CH3:1][O:2][C:3]([CH:4]([CH3:5])[NH:6][C:7]([c:8]1[cH:9][cH:10][c:11]([C:14]([CH3:15])([CH3:16])[CH3:17])[cH:12][cH:13]1)=[O:18])=[O:19].[ClH:22].[Na+:21].[O:23]1[CH2:24][CH2:25][CH2:26][CH2:27]1.[OH-:20]>>[O:2]=[C:3]([CH:4]([CH3:5])[NH:6][C:7]([c:8]1[cH:9][cH:10][c:11]([C:14]([CH3:15])([CH3:16])[CH3:17])[cH:12][cH:13]1)=[O:18])[OH:19]. Reactants: C(C)(=O)O.C(=N)N (formamidine acetate), C[O-].[Na+] (sodium methoxide), C(C)OC=C(C(C(F)(F)F)=O)C(C(C)C)=O (3-ethoxymethylene-1,1,1-trifluoro-5-methyl-2,4-hexanedione). Run in CO (methanol). Reaction conditions: time 15 minute. The product is C(C)(C)C(=O)C=1C(=NC=NC1)C(F)(F)F (5-isopropylcarbonyl-4-trifluoromethylpyrimidine). The yield is 66.9%. As a reaction SMILES: C[O-].[Na+].C(O)(=O)C.[CH:8]([NH2:10])=[NH:9].C(O[CH:14]=[C:15]([C:22](=[O:26])[CH:23]([CH3:25])[CH3:24])[C:16](=O)[C:17]([F:20])([F:19])[F:18])C>CO>[CH:23]([C:22]([C:15]1[C:16]([C:17]([F:18])([F:19])[F:20])=[N:9][CH:8]=[N:10][CH:14]=1)=[O:26])([CH3:25])[CH3:24] |f:0.1,2.3|. Reported procedure: 46 g (0.85 mol) of sodium methoxide was dissolved in 700 ml of methanol, and 76 g (0.73 mol) of formamidine acetate was added, followed by stirring at room temperature for 15 minutes. Then, 146 g (0.61 mol) of 3-ethoxymethylene-1,1,1-trifluoro-5-methyl-2,4-hexanedione was added under cooling with ice, followed by heating and refluxing for further 2 hours. The solvent was distilled off under reduced pressure, and 1,000 ml of ice water was added, followed by extraction with ethyl acetate. The obta... Reactants: ClCCCCCCOC=1C(=CC=C2C(=CC(NC12)=O)NC1=C(C=NC=C1C)C)OC (8-(6-chlorohexyloxy)-4-(3,5-dimethylpyridin-4-ylamino)-7-methoxyquinolin-2(1H)-one), ClCCCCCCOC=1C(=CC=C2C(=CC(NC12)=O)NC1=C(C=NC=C1C)C)OC (8-(6-chlorohexyloxy)-4-(3,5-dimethylpyridin-4-ylamino)-7-methoxyquinolin-2(1H)-one), CN1CCNCC1 (1-methylpiperazine). Product: CC=1C=NC=C(C1NC1=CC(NC2=C(C(=CC=C12)OC)OCCCCCCN1CCN(CC1)C)=O)C (4-(3,5-Dimethylpyridin-4-ylamino)-7-methoxy-8-(6-(4-methylpiperazin-1-yl)hexyloxy)quinolin-2(1H)-one). As a reaction SMILES: Cl[CH2:2][CH2:3][CH2:4][CH2:5][CH2:6][CH2:7][O:8][C:9]1[C:10]([O:29][CH3:30])=[CH:11][CH:12]=[C:13]2[C:18]=1[NH:17][C:16](=[O:19])[CH:15]=[C:14]2[NH:20][C:21]1[C:26]([CH3:27])=[CH:25][N:24]=[CH:23][C:22]=1[CH3:28].[CH3:31][N:32]1[CH2:37][CH2:36][NH:35][CH2:34][CH2:33]1>>[CH3:28][C:22]1[CH:23]=[N:24][CH:25]=[C:26]([CH3:27])[C:21]=1[NH:20][C:14]1[C:13]2[C:18](=[C:9]([O:8][CH2:7][CH2:6][CH2:5][CH2:4][CH2:3][CH2:2][N:35]3[CH2:36][CH2:37][N:32]([CH3:31])[CH2:33][CH2:34]3)[C:10]([O:29][CH3:30])=[CH:11][CH:12]=2)[NH:17][C:16](=[O:19])[CH:15]=1. Reported procedure: The title compound was prepared from 8-(6-chlorohexyloxy)-4-(3,5-dimethylpyridin-4-ylamino)-7-methoxyquinolin-2(1H)-one (Intermediate 6) and 1-methylpiperazine following the procedure outlined in Example 15 (modifications: 25° C., overnight). 1H NMR (400 MHz, DMSO-d6, bis HCl salt): δ 10.09 (s, 1H), 8.82 (s, 1H), 8.59 (s, 2H), 7.88 (d, 1H), 7.06 (d, 1H), 4.99 (s, 1H), 3.98 (t, 2H), 3.91 (s, 3H), 3.75-2.90 (br, 10H), 2.77 (s, 3H), 2.22 (s, 6H), 1.77 (m, 2H), 1.69 (m, 2H), 1.44 (m, 2H), 1.36 (m, 2...